From a dataset of the Open Reaction Database (ORD), a public repository of structured organic reaction records. describe an organic reaction: reactants, conditions, products, and yield Reactants: C(C1=CC=CC=C1)OC1=NC=NC2=C1N=C(N=C2N2CCS(CC2)=O)Cl (8-benzyloxy-2-chloro-4-(1-oxido-thiomorpholino)-pyrimido-[5,4-d]-pyrimidine), N1CCNCC1 (piperazine). The product is C(C1=CC=CC=C1)OC1=NC=NC2=C1N=C(N=C2N2CCS(CC2)=O)N2CCNCC2 (8-Benzyloxy-4-(1-oxido-thiomorpholino)-2-piperazino-pyrimido-[5,4-d]-pyrimidine). Procedure: This compound was prepared analogous to Example 1 from 8-benzyloxy-2-chloro-4-(1-oxido-thiomorpholino)-pyrimido-[5,4-d]-pyrimidine (m.p.: 227°-229° C.) and piperazine. Reaction SMILES: [CH2:1]([O:8][C:9]1[C:14]2[N:15]=[C:16](Cl)[N:17]=[C:18]([N:19]3[CH2:24][CH2:23][S:22](=[O:25])[CH2:21][CH2:20]3)[C:13]=2[N:12]=[CH:11][N:10]=1)[C:2]1[CH:7]=[CH:6][CH:5]=[CH:4][CH:3]=1.[NH:27]1[CH2:32][CH2:31][NH:30][CH2:29][CH2:28]1>>[CH2:1]([O:8][C:9]1[C:14]2[N:15]=[C:16]([N:27]3[CH2:32][CH2:31][NH:30][CH2:29][CH2:28]3)[N:17]=[C:18]([N:19]3[CH2:24][CH2:23][S:22](=[O:25])[CH2:21][CH2:20]3)[C:13]=2[N:12]=[CH:11][N:10]=1)[C:2]1[CH:7]=[CH:6][CH:5]=[CH:4][CH:3]=1. Starting materials: CO (methanol), C(C=C)OC(=O)CN1C([C@@H]([C@H]1SC(C1=CC=CC=C1)(C1=CC=CC=C1)C1=CC=CC=C1)C(C)O)=O ((3S,4R)-1-(allyloxycarbonylmethyl)-3-(1-hydroxyethyl)-4-(triphenylmethylthio)azetidin-2-one), [N+](=O)([O-])[O-].[Ag+] (silver nitrate). Run in N1=CC=CC=C1 (pyridine). Run at temperature 20 celsius, time 1 hour. Yields the product OC(C)[C@H]1C(N([C@@H]1[S-])CC(=O)OCC=C)=O.[Ag+] (Silver (3S,4R)-3-(1-hydroxyethyl)-1-allyloxycarbonylmethylazetidin-2-one-4-thiolate). As a reaction SMILES: CO.[CH2:3]([O:6][C:7]([CH2:9][N:10]1[C@H:13]([S:14]C(C2C=CC=CC=2)(C2C=CC=CC=2)C2C=CC=CC=2)[C@@H:12]([CH:34]([OH:36])[CH3:35])[C:11]1=[O:37])=[O:8])[CH:4]=[CH2:5].[N+]([O-])([O-])=O.[Ag+:42]>N1C=CC=CC=1>[OH:36][CH:34]([C@@H:12]1[C@@H:13]([S-:14])[N:10]([CH2:9][C:7]([O:6][CH2:3][CH:4]=[CH2:5])=[O:8])[C:11]1=[O:37])[CH3:35].[Ag+:42] |f:2.3,5.6|. Procedure details: To a 50 ml flask equipped with a nitrogen atmosphere add 10 ml of methanol and 460 mg of (3S,4R)-1-(allyloxycarbonylmethyl)-3-(1-hydroxyethyl)-4-(triphenylmethylthio)azetidin-2-one. To this system add 160 mg silver nitrate and 0.15 ml of pyridine. Stir the system at 20° C. for 1 hour. Stop the reaction and remove the methanol by stripping to give the title compound.